From a dataset of the Open Reaction Database (ORD), a public repository of structured organic reaction records. describe an organic reaction: reactants, conditions, products, and yield The reactants are crude product, C(=O)(OC(C)(C)C)NCC=1SC(=C(N1)C(F)(F)F)C(N)=S (2-(N-BOC-Aminomethyl)-4-trifluoromethylthiazole-5-thioamide), IC (iodomethane), C(C)(=O)[O-].[NH4+] (ammonium acetate), C(C)(=O)[O-] (acetate). Run in ClCCl (dichloromethane). Reaction conditions: time 48 hour. Yields the product C(N)(=N)C1=C(N=C(S1)CNC(=O)OC(C)(C)C)C(F)(F)F (5-Amidino-2-(N-BOC-aminomethyl)-4-trifluoromethylthiazole). RXN SMILES: [C:1]([NH:8][CH2:9][C:10]1[S:11][C:12]([C:19](=S)[NH2:20])=[C:13]([C:15]([F:18])([F:17])[F:16])[N:14]=1)([O:3][C:4]([CH3:7])([CH3:6])[CH3:5])=[O:2].IC.C([O-])(=O)C.[NH4+:28].C([O-])(=O)C>ClCCl>[C:19]([C:12]1[S:11][C:10]([CH2:9][NH:8][C:1]([O:3][C:4]([CH3:7])([CH3:6])[CH3:5])=[O:2])=[N:14][C:13]=1[C:15]([F:18])([F:17])[F:16])(=[NH:20])[NH2:28] |f:2.3|. Procedure details: 2-(N-BOC-Aminomethyl)-4-trifluoromethylthiazole-5-thioamide [sic] (2.5 g, 7.32 mmol) was dissolved in dichloromethane (10 ml), and iodomethane (10.4 g, 73.24 mmol) was added. Then, the mixture was stirred for 48 hours at room temperature. After the solvent had been removed on a rotary evaporator, the residue was taken up in methanol (5 ml), and 10% strength methanolic ammonium acetate solution (8.5 ml, 10.98 mmol) was added. After the mixture had been stirred for 4 days at room temperature, the ... Starting materials: [BH4-].[Na+] (NaBH4), [BH4-].[Na+] (NaBH4), C(C)OC1=CC(=NC=C1C#N)OC1=CC(=C(C=C1)B1OC(C(O1)(C)C)(C)C)C=O (4-ethoxy-6-[3-formyl-4-(4,4,5,5-tetramethyl-[1,3,2]dioxaborolan-2-yl)-phenoxy]-nicotinonitrile). Run in CO (methanol), C(Cl)Cl (CH2Cl2). Reaction conditions: time 5 minute. Product: C(C)OC1=CC(=NC=C1C#N)OC1=CC2=C(B(OC2)O)C=C1 (4-Ethoxy-6-(1-hydroxy-1,3-dihydro-benzo[c][1,2]oxaborol-5-yloxy)-nicotinonitrile). Reaction SMILES: [BH4-].[Na+].[CH2:3]([O:5][C:6]1[C:11]([C:12]#[N:13])=[CH:10][N:9]=[C:8]([O:14][C:15]2[CH:20]=[CH:19][C:18]([B:21]3[O:25]C(C)(C)[C:23](C)(C)[O:22]3)=[C:17](C=O)[CH:16]=2)[CH:7]=1)[CH3:4]>CO.C(Cl)Cl>[CH2:3]([O:5][C:6]1[C:11]([C:12]#[N:13])=[CH:10][N:9]=[C:8]([O:14][C:15]2[CH:16]=[CH:17][C:18]3[B:21]([OH:25])[O:22][CH2:23][C:19]=3[CH:20]=2)[CH:7]=1)[CH3:4] |f:0.1|. Procedure: A solution of NaBH4 (0.10 g, 2.6 mmol) in anhydrous methanol (20 mL) was added to a solution of 4-ethoxy-6-[3-formyl-4-(4,4,5,5-tetramethyl-[1,3,2]dioxaborolan-2-yl)-phenoxy]-nicotinonitrile (3.53 g, 8.95 mmol) in CH2Cl2 (80 mL) and stirred at room temperature for 5 minutes. Solid NaBH4 (0.58 g, 15.3 mmol) was then added portionwise over 30 minutes at room temperature. The reaction mixture was stirred for an additional 30 minutes, quenched by the addition 70% aqueous acetic acid (3 mL) then stir... The reactants are C(C)(C)(C)OC(=O)N1[C@@H](C[C@@H](C1)OCC1=CC=C(C=C1)Cl)C(=O)O ((2S,4S)-1-(tert-butoxycarbonyl)-4-[(4-chlorobenzyl)oxy]-2-pyrrolidinecarboxylic acid), FC(C(=O)O)(F)F (Trifluoroacetic acid). Run in ClCCl (dichloromethane). Reaction conditions: time 8 hour. Product: ClC1=CC=C(CO[C@H]2C[C@H](NC2)C(=O)O)C=C1 ((2S,4S)-4-[(4-chlorobenzyl)oxyl]-pyrrolidine-2-carboxylic acid). The yield is 5.1%. As a reaction SMILES: C(OC([N:8]1[CH2:12][C@@H:11]([O:13][CH2:14][C:15]2[CH:20]=[CH:19][C:18]([Cl:21])=[CH:17][CH:16]=2)[CH2:10][C@H:9]1[C:22]([OH:24])=[O:23])=O)(C)(C)C.FC(F)(F)C(O)=O>ClCCl>[Cl:21][C:18]1[CH:19]=[CH:20][C:15]([CH2:14][O:13][C@@H:11]2[CH2:12][NH:8][C@H:9]([C:22]([OH:24])=[O:23])[CH2:10]2)=[CH:16][CH:17]=1. Procedure details: (2S,4S)-1-(tert-butoxycarbonyl)-4-[(4-chlorobenzyl)oxy]-2-pyrrolidinecarboxylic acid (Preparation 4, 96 mg, 0.38 mmol) was dissolved in dichloromethane (5 ml). Trifluoroacetic acid (5 ml) was added and the mixture left overnight at room temperature. The reaction mixture was partitioned between dichloromethane (25 ml) and water (25 ml). The aqueous layer was separated, washed with more dichloromethane (25 ml) and evaporated to dryness. The product was purified using Dowex™ 50WX8-200 resin, elutin... Starting materials: O=C([O-])O, ClC(Cl)Cl, CN(C)Cc1cnc2n1-c1ccc(Cl)cc1C(c1ccccc1Cl)=NC2, O=C(Cl)Oc1ccccc1, [K+]. Yields the product CNCc1cnc2n1-c1ccc(Cl)cc1C(c1ccccc1Cl)=NC2. RXN SMILES: [C:27](=[O:28])([OH:29])[O-:30].[CH:42]([Cl:43])([Cl:44])[Cl:45].[Cl:1][c:2]1[cH:3][cH:4][c:5]2[c:6]([cH:26]1)[C:7]([c:19]1[c:20]([Cl:25])[cH:21][cH:22][cH:23][cH:24]1)=[N:8][CH2:9][c:10]1[n:11]-2[c:12]([CH2:15][N:16]([CH3:17])[CH3:18])[cH:13][n:14]1.[Cl:32][C:33]([O:34][c:35]1[cH:36][cH:37][cH:38][cH:39][cH:40]1)=[O:41].[K+:31]>>[Cl:1][c:2]1[cH:3][cH:4][c:5]2[c:6]([cH:26]1)[C:7]([c:19]1[c:20]([Cl:25])[cH:21][cH:22][cH:23][cH:24]1)=[N:8][CH2:9][c:10]1[n:11]-2[c:12]([CH2:15][NH:16][CH3:17])[cH:13][n:14]1.